This data is from the Open Reaction Database (ORD), a public repository of structured organic reaction records. The task is: describe an organic reaction: reactants, conditions, products, and yield Conditions: temperature 5 celsius. Procedure details: 4.00 g (23.9 mmol) of 4-chloro-1-methyl-1H-imidazo[4,5-c]pyridine in 27 ml of dimethylformamide were stirred at 115° C. for 18 hours with 8.10 g (95.6 mmol) of sodium hydrogen sulphide hydrate. After cooling the mixture was treated with 110 ml of water, adjusted to pH 4 with acetic acid and stirred at 5° C. while cooling with ice for 15 min. The precipitate was filtered off and washed with water. After drying there were obtained 3.73 g (95%) of 1-methyl-1,5-dihydro-imidazo[4,5-c]pyridine-4-thion... Reactants: ClC1=NC=CC2=C1N=CN2C (4-chloro-1-methyl-1H-imidazo[4,5-c]pyridine), O.S.[Na] (sodium hydrogen sulphide hydrate), C(C)(=O)O (acetic acid), O (water). Reaction SMILES: Cl[C:2]1[C:7]2[N:8]=[CH:9][N:10]([CH3:11])[C:6]=2[CH:5]=[CH:4][N:3]=1.O.[SH2:13].[Na].O.C(O)(=O)C>CN(C)C=O>[CH3:11][N:10]1[C:6]2[CH:5]=[CH:4][NH:3][C:2](=[S:13])[C:7]=2[N:8]=[CH:9]1 |f:1.2.3,^1:13|. The product is CN1C=NC=2C(NC=CC21)=S (1-methyl-1,5-dihydro-imidazo[4,5-c]pyridine-4-thione). Isolated yield 94.5%. The solvent is CN(C=O)C (dimethylformamide). The reactants are C(C(=O)Cl)(=O)Cl (Oxalyl chloride), C(C=C)(=O)N (acrylamide). The solvent is ClC(C)Cl (dichloroethane). Yields the product Cl.C(=C)C=1OC(C(N1)=O)=O (2-vinyloxazoline-4,5-dione hydrochloride). The yield is 99.7%. As a reaction SMILES: [C:1](Cl)(=[O:5])[C:2]([Cl:4])=[O:3].[C:7]([NH2:11])(=[O:10])[CH:8]=[CH2:9]>ClC(Cl)C>[ClH:4].[CH:8]([C:7]1[O:10][C:1](=[O:5])[C:2](=[O:3])[N:11]=1)=[CH2:9] |f:3.4|. Reported procedure: Oxalyl chloride (130 g; 1.02 mol) was charged in a reactor, and a warm solution of acrylamide (71 g; 1.0 mol) in dichloroethane (250 ml) was dropwise added thereto (reaction temperature, 10° to 30° C.). After completion of the dropwise addition, the solvent and excess of the oxalyl chloride were removed by distillation under reduced pressure to obtain 2-vinyloxazoline-4,5-dione hydrochloride (161 g) as a yellow oil. Viscosity, 100,000 cp. Yield, 100%. The reactants are CN(C(=O)OCC1=CC=CC=C1)C[C@H](CC1CCC(CC1)=O)NC(OC(C)(C)C)=O ((S)-tert-butyl 1-(N-methyl-N-(benzyloxycarbonyl)amino)-3-(4-oxocyclohexyl)propan-2-ylcarbamate). Run in C(=O)(C(F)(F)F)O.C(Cl)Cl (TFA CH2Cl2). Conditions: time 1 hour. The product is N[C@H](CN(C(OCC1=CC=CC=C1)=O)C)CC1CCC(CC1)=O ((S)-benzyl 2-amino-3-(4-oxocyclohexyl)propyl(methyl)carbamate). RXN SMILES: [CH3:1][N:2]([CH2:13][C@@H:14]([NH:23]C(=O)OC(C)(C)C)[CH2:15][CH:16]1[CH2:21][CH2:20][C:19](=[O:22])[CH2:18][CH2:17]1)[C:3]([O:5][CH2:6][C:7]1[CH:12]=[CH:11][CH:10]=[CH:9][CH:8]=1)=[O:4]>C(O)(C(F)(F)F)=O.C(Cl)Cl>[NH2:23][C@@H:14]([CH2:15][CH:16]1[CH2:21][CH2:20][C:19](=[O:22])[CH2:18][CH2:17]1)[CH2:13][N:2]([CH3:1])[C:3](=[O:4])[O:5][CH2:6][C:7]1[CH:8]=[CH:9][CH:10]=[CH:11][CH:12]=1 |f:1.2|. Reported procedure: (S)-tert-butyl 1-(N-methyl-N-(benzyloxycarbonyl)amino)-3-(4-oxocyclohexyl)propan-2-ylcarbamate (300 mg, 0.72 mmol) was dissolved in 5 mL of 20% TFA/CH2Cl2 and stirred 1 hr at rt. The solvent was removed to give the crude (S)-benzyl 2-amino-3-(4-oxocyclohexyl)propyl(methyl)carbamate, which was used directly for the next step without further purification. Reactants: FC1=CC=C(C=C1)[N+](=O)[O-] (1-Fluoro-4-nitrobenzene), N1CCOCC1 (morpholine), ice water. Reaction SMILES: F[C:2]1[CH:7]=[CH:6][C:5]([N+:8]([O-:10])=[O:9])=[CH:4][CH:3]=1.[NH:11]1[CH2:16][CH2:15][O:14][CH2:13][CH2:12]1>>[N+:8]([C:5]1[CH:6]=[CH:7][C:2]([N:11]2[CH2:16][CH2:15][O:14][CH2:13][CH2:12]2)=[CH:3][CH:4]=1)([O-:10])=[O:9]. Procedure details: 1-Fluoro-4-nitrobenzene (10 g, 70.9 mmoles) is refluxed for 5 hours with 35.7 g (0.41 moles) of morpholine. After that, the reaction product is poured onto 400 g of ice/water and the solid obtained is filtered off. After a recrystallization from ethanol, a dark yellow, finely pulverized dye is obtained with a melting point of 152°-154° C. Yields the product [N+](=O)([O-])C1=CC=C(C=C1)N1CCOCC1 (4-(4-Nitro-phenyl)-morpholine). The reactants are Cl.CN1CC=2CCC3=C(C2CC1)C=CC=C3 (1,2,3,4,5,6-hexahydro-3-methyl-benz[f]isoquinoline hydrochloride), [Li] (lithium), N (ammonia), NC1=CC=CC=C1 (aniline). Run in liquid, C1CCOC1 (THF). Yields the product CN1C[C@H]2CCC3=C([C@@H]2CC1)C=CC=C3 (trans-1,2,3,4,4a,5,6,10b-Octahydro-3-methylbenz[f]isoquinoline). Isolated yield 62.3%. Reaction SMILES: Cl.[CH3:2][N:3]1[CH2:12][CH2:11][C:10]2[C:9]3[CH:13]=[CH:14][CH:15]=[CH:16][C:8]=3[CH2:7][CH2:6][C:5]=2[CH2:4]1.[Li].N.NC1C=CC=CC=1>C1COCC1>[CH3:2][N:3]1[CH2:12][CH2:11][C@@H:10]2[C@H:5]([CH2:6][CH2:7][C:8]3[CH:16]=[CH:15][CH:14]=[CH:13][C:9]=32)[CH2:4]1 |f:0.1,^1:16|. Reported procedure: Following the procedure of Example 2, 0.64 g (2.71 mmol) of 1,2,3,4,5,6-hexahydro-3-methyl-benz[f]isoquinoline hydrochloride was reacted with 0.126 g of lithium wire in 100 ml of liquid ammonia, 25 ml of anhydrous THF and 0.25 ml of aniline. Chromatography on flash silica, eluting with 5-10% methanol/dichloromethane, then on alumina, eluting with 25% ethyl acetate/petroleum ether gave 0.340 g (62%) of the title product as a colourless oil. The hydrochloride salt was made using ethereal hydrogen ...